Task: describe an organic reaction: reactants, conditions, products, and yield. Dataset: the Open Reaction Database (ORD), a public repository of structured organic reaction records Reported procedure: Starting from 7.5 g (43 mmol) of 2-cyanoethyl-2,3-dihydrobenzofuran in 120 ml of trifluoroacetic acid and 11 g (130 mmol) of sodium nitrate treated under the conditions described in step 6 of Example 7, 3.4 g of product were obtained. RXN SMILES: [C:1]([CH2:3][CH2:4][CH:5]1[CH2:9][C:8]2[CH:10]=[CH:11][CH:12]=[CH:13][C:7]=2[O:6]1)#[N:2].[N+:14]([O-])([O-:16])=[O:15].[Na+]>FC(F)(F)C(O)=O>[C:1]([CH2:3][CH2:4][CH:5]1[CH2:9][C:8]2[CH:10]=[C:11]([N+:14]([O-:16])=[O:15])[CH:12]=[CH:13][C:7]=2[O:6]1)#[N:2] |f:1.2|. The product is C(#N)CCC1OC2=C(C1)C=C(C=C2)[N+](=O)[O-] (2-Cyanoethyl-5-nitro-2,3-dihydrobenzofuran). Solvent: FC(C(=O)O)(F)F (trifluoroacetic acid). The reactants are C(#N)CCC1OC2=C(C1)C=CC=C2 (2-cyanoethyl-2,3-dihydrobenzofuran), [N+](=O)([O-])[O-].[Na+] (sodium nitrate). Isolated yield 36.2%. The reactants are polystyrene, C=1N=C(C2=C(N1)N(C=N2)[C@H]3[C@@H]([C@@H]([C@H](O3)COP(=O)(O)OP(=O)(O)OC[C@@H]4[C@H]([C@H]([C@@H](O4)N5C=CCC(=C5)C(=O)N)O)O)O)O)N.C1=CC(=C[N+](=C1)[C@H]2[C@@H]([C@@H]([C@H](O2)COP(=O)(O)OP(=O)(O)OC[C@@H]3[C@H]([C@H]([C@@H](O3)N4C=NC5=C4N=CN=C5N)O)O)O)O)C(=O)N (NADH NAD+), C1CN(CCN1CCO)CCS(=O)(=O)O (Hepes), C(\C=C\C)(=O)SCCNC(CCNC([C@@H](C(COP(OP(OC[C@@H]1[C@H]([C@H]([C@@H](O1)N1C=NC=2C(N)=NC=NC12)O)OP(=O)(O)O)(=O)O)(=O)O)(C)C)O)=O)=O (Crotonoyl-CoA). The solvent is CS(=O)C (DMSO), CS(=O)C (DMSO). Conditions: time 60 minute. Yields the product C=1N=C(C2=C(N1)N(C=N2)[C@H]3[C@@H]([C@@H]([C@H](O3)COP(=O)(O)OP(=O)(O)OC[C@@H]4[C@H]([C@H]([C@@H](O4)N5C=CCC(=C5)C(=O)N)O)O)O)O)N (NADH), C1=CC(=C[N+](=C1)[C@H]2[C@@H]([C@@H]([C@H](O2)COP(=O)(O)OP(=O)(O)OC[C@@H]3[C@H]([C@H]([C@@H](O3)N4C=NC5=C4N=CN=C5N)O)O)O)O)C(=O)N (NAD+), C(\C=C\C)(=O)SCCNC(CCNC([C@@H](C(COP(OP(OC[C@@H]1[C@H]([C@H]([C@@H](O1)N1C=NC=2C(N)=NC=NC12)O)OP(=O)(O)O)(=O)O)(=O)O)(C)C)O)=O)=O (Crotonoyl-CoA). RXN SMILES: C1N(CCO)CCN(CCS(O)(=O)=O)C1.[CH:16]1[N:17]=[C:18]([NH2:59])[C:19]2[N:24]=[CH:23][N:22]([C@@H:25]3[O:29][C@H:28]([CH2:30][O:31][P:32]([O:35][P:36]([O:39][CH2:40][C@H:41]4[O:45][C@@H:44]([N:46]5[CH:51]=[C:50]([C:52]([NH2:54])=[O:53])[CH2:49][CH:48]=[CH:47]5)[C@H:43]([OH:55])[C@@H:42]4[OH:56])([OH:38])=[O:37])([OH:34])=[O:33])[C@@H:27]([OH:57])[C@H:26]3[OH:58])[C:20]=2[N:21]=1.[CH:60]1[CH:65]=[N+:64]([C@@H:66]2[O:70][C@H:69]([CH2:71][O:72][P:73]([O:76][P:77]([O:80][CH2:81][C@H:82]3[O:86][C@@H:85]([N:87]4[C:91]5[N:92]=[CH:93][N:94]=[C:95]([NH2:96])[C:90]=5[N:89]=[CH:88]4)[C@H:84]([OH:97])[C@@H:83]3[OH:98])([OH:79])=[O:78])([OH:75])=[O:74])[C@@H:68]([OH:99])[C@H:67]2[OH:100])[CH:63]=[C:62]([C:101]([NH2:103])=[O:102])[CH:61]=1.[C:104]([S:109][CH2:110][CH2:111][NH:112][C:113](=[O:156])[CH2:114][CH2:115][NH:116][C:117](=[O:155])[C@H:118]([OH:154])[C:119]([CH3:153])([CH3:152])[CH2:120][O:121][P:122]([OH:151])(=[O:150])[O:123][P:124]([OH:149])(=[O:148])[O:125][CH2:126][C@H:127]1[O:131][C@@H:130]([N:132]2[C:141]3[N:140]=[CH:139][N:138]=[C:136]([NH2:137])[C:135]=3[N:134]=[CH:133]2)[C@H:129]([OH:142])[C@@H:128]1[O:143][P:144]([OH:147])([OH:146])=[O:145])(=[O:108])/[CH:105]=[CH:106]/[CH3:107]>CS(C)=O>[CH:16]1[N:17]=[C:18]([NH2:59])[C:19]2[N:24]=[CH:23][N:22]([C@@H:25]3[O:29][C@H:28]([CH2:30][O:31][P:32]([O:35][P:36]([O:39][CH2:40][C@H:41]4[O:45][C@@H:44]([N:46]5[CH:51]=[C:50]([C:52]([NH2:54])=[O:53])[CH2:49][CH:48]=[CH:47]5)[C@H:43]([OH:55])[C@@H:42]4[OH:56])([OH:38])=[O:37])([OH:34])=[O:33])[C@@H:27]([OH:57])[C@H:26]3[OH:58])[C:20]=2[N:21]=1.[CH:60]1[CH:65]=[N+:64]([C@@H:66]2[O:70][C@H:69]([CH2:71][O:72][P:73]([O:76][P:77]([O:80][CH2:81][C@H:82]3[O:86][C@@H:85]([N:87]4[C:91]5[N:92]=[CH:93][N:94]=[C:95]([NH2:96])[C:90]=5[N:89]=[CH:88]4)[C@H:84]([OH:97])[C@@H:83]3[OH:98])([OH:79])=[O:78])([OH:75])=[O:74])[C@@H:68]([OH:99])[C@H:67]2[OH:100])[CH:63]=[C:62]([C:101]([NH2:103])=[O:102])[CH:61]=1.[C:104]([S:109][CH2:110][CH2:111][NH:112][C:113](=[O:156])[CH2:114][CH2:115][NH:116][C:117](=[O:155])[C@H:118]([OH:154])[C:119]([CH3:152])([CH3:153])[CH2:120][O:121][P:122]([OH:151])(=[O:150])[O:123][P:124]([OH:149])(=[O:148])[O:125][CH2:126][C@H:127]1[O:131][C@@H:130]([N:132]2[C:141]3[N:140]=[CH:139][N:138]=[C:136]([NH2:137])[C:135]=3[N:134]=[CH:133]2)[C@H:129]([OH:142])[C@@H:128]1[O:143][P:144]([OH:147])([OH:146])=[O:145])(=[O:108])/[CH:105]=[CH:106]/[CH3:107] |f:1.2|. Procedure: The assay buffer “AB” contains 50 mM Hepes pH7.5, 100 μM Dithiothreitol, 0.006% Triton-X100. The following components are added in a black polystyrene Costar plate up to a final volume of 55 μL: 1.5 μL DMSO, or inhibitor dissolved in DMSO and 53.5 μL of a FabI/NADH/NAD+ mixture in AB. After 60 min of pre-incubation at room temperature, the reaction is started by addition of 5 μL of Crotonoyl-CoA to a final volume of 60 μL. This reaction mixture is then composed of 40 nM FabI (produced in house f...